The task is: describe an organic reaction: reactants, conditions, products, and yield. This data is from the Open Reaction Database (ORD), a public repository of structured organic reaction records. The reactants are C(C)(=O)O (acetic acid), ClC1=C(C(=C(C=C1)O)[N+](=O)[O-])C(F)(F)F (4-chloro-2-nitro-3-trifluoromethylphenol), C(C)(=O)OCC (ethyl acetate). The reagents and catalysts are [Fe] (iron). Solvent: O (water), O (water). Reaction conditions: time 30 minute. The product is NC1=C(C=CC(=C1C(F)(F)F)Cl)O (2-amino-4-chloro-3-trifluoromethylphenol). The yield is 80.0%. As a reaction SMILES: [Cl:1][C:2]1[CH:7]=[CH:6][C:5]([OH:8])=[C:4]([N+:9]([O-])=O)[C:3]=1[C:12]([F:15])([F:14])[F:13].C(OCC)(=O)C.C(O)(=O)C>[Fe].O>[NH2:9][C:4]1[C:3]([C:12]([F:13])([F:14])[F:15])=[C:2]([Cl:1])[CH:7]=[CH:6][C:5]=1[OH:8]. Reported procedure: A mixture of 1.57 g of 4-chloro-2-nitro-3-trifluoromethylphenol and 5 ml of ethyl acetate was added dropwise to a mixture, which was heated to 80° C., of 1.8 g of electrolytic iron, 7 ml of acetic acid and 7 ml of water, which was stirred for 30 minutes. The mixture was cooled to room temperature, and then water was added, followed by extraction with ethyl acetate. The combined organic layers were washed with water, a saturated aqueous solution of sodium hydrogencarbonate and a saturated sodium ... Reactants: N(=O)[O-].[Na+] (sodium nitrite), NC(=O)N (urea), NC1=CC=C(C=C1)N1CCSCC1 (4-(p-aminophenyl)-tetrahydro-4H-1,4-thiazine), ice, [OH-].[Na+] (sodium hydroxide). The reagents and catalysts are O.O.O.[N+](=O)([O-])[O-].[Cu+2].[N+](=O)([O-])[O-] (copper(II) nitrate trihydrate), [Cu-]=O (copper(I) oxide). The solvent is O (water), O (water), S(O)(O)(=O)=O (sulfuric acid). Run at time 5 minute. The product is S1CCN(CC1)C1=CC=C(C=C1)O (p-(tetrahydro-4H-1,4-thiazin-4-yl)phenol). RXN SMILES: N[C:2]1[CH:7]=[CH:6][C:5]([N:8]2[CH2:13][CH2:12][S:11][CH2:10][CH2:9]2)=[CH:4][CH:3]=1.N([O-])=[O:15].[Na+].NC(N)=O.[OH-].[Na+]>S(=O)(=O)(O)O.O.O.O.O.[N+]([O-])([O-])=O.[Cu+2].[N+]([O-])([O-])=O.[Cu-]=O>[S:11]1[CH2:12][CH2:13][N:8]([C:5]2[CH:6]=[CH:7][C:2]([OH:15])=[CH:3][CH:4]=2)[CH2:9][CH2:10]1 |f:1.2,4.5,8.9.10.11.12.13|. Procedure details: 2.34 g of 4-(p-aminophenyl)-tetrahydro-4H-1,4-thiazine are dissolved in 12 ml of 35 percent sulfuric acid, 12 g of ice are added thereto, a cold solution of 1.05 g of sodium nitrite in 12 ml of water is then slowly introduced under the surface and the mixture is stirred for 5 minutes at about 0°. Thereafter, there are added 60 mg of urea, a solution of 144 g of copper(II) nitrate trihydrate in 420 ml of water and finally while stirring vigorously 1.59 g of copper(I) oxide. The mixture is stirred... Reactants: CCCc1cc(C(C)(C)CN(Cc2ccc(OC(F)(F)F)cc2)c2ncc(CC)cn2)ccc1OCc1nn[nH]n1, CCCc1cc(CCN(Cc2ccc(C(F)(F)F)cc2)c2ccc(C)cn2)ccc1O. Yields the product CCCc1cc(CCN(Cc2ccc(C(F)(F)F)cc2)c2ccc(C)cn2)ccc1OCc1nn[nH]n1. As a reaction SMILES: [CH2:32]([c:33]1[cH:34][n:35][c:36]([N:37]([CH2:38][C:39]([CH3:40])([c:41]2[cH:42][cH:43][c:44]([O:45][CH2:63][c:64]3[n:65][n:66][nH:67][n:68]3)[c:46]([CH2:47][CH2:48][CH3:49])[cH:50]2)[CH3:51])[CH2:52][c:53]2[cH:54][cH:55][c:56]([O:57][C:58]([F:59])([F:60])[F:61])[cH:62][cH:69]2)[n:70][cH:71]1)[CH3:72].[CH3:1][c:2]1[cH:3][cH:4][c:5]([N:8]([CH2:9][CH2:10][c:11]2[cH:12][c:13]([CH2:18][CH2:19][CH3:20])[c:14]([OH:17])[cH:15][cH:16]2)[CH2:21][c:22]2[cH:23][cH:24][c:25]([C:28]([F:29])([F:30])[F:31])[cH:26][cH:27]2)[n:6][cH:7]1>>[CH3:1][c:2]1[cH:3][cH:4][c:5]([N:8]([CH2:9][CH2:10][c:11]2[cH:12][c:13]([CH2:18][CH2:19][CH3:20])[c:14]([O:17][CH2:63][c:64]3[n:65][n:66][nH:67][n:68]3)[cH:15][cH:16]2)[CH2:21][c:22]2[cH:23][cH:24][c:25]([C:28]([F:29])([F:30])[F:31])[cH:26][cH:27]2)[n:6][cH:7]1.